From a dataset of the Open Reaction Database (ORD), a public repository of structured organic reaction records. describe an organic reaction: reactants, conditions, products, and yield The reactants are CCC(Br)CC, O=C([O-])[O-], CCC(C)=O, [I-], [K+], [K+], [K+], COC(=O)c1ccc(O)cc1O. RXN SMILES: [Br:13][CH:14]([CH2:15][CH3:16])[CH2:17][CH3:18].[C:21](=[O:22])([O-:23])[O-:24].[CH2:27]([C:28]([CH3:29])=[O:30])[CH3:31].[I-:20].[K+:19].[K+:25].[K+:26].[OH:1][c:2]1[cH:3][c:4]([OH:12])[c:5]([C:6](=[O:7])[O:8][CH3:9])[cH:10][cH:11]1>>[O:1]([c:2]1[cH:3][c:4]([OH:12])[c:5]([C:6](=[O:7])[O:8][CH3:9])[cH:10][cH:11]1)[CH:14]([CH2:15][CH3:16])[CH2:17][CH3:18]. Product: CCC(CC)Oc1ccc(C(=O)OC)c(O)c1.